From a dataset of the Open Reaction Database (ORD), a public repository of structured organic reaction records. describe an organic reaction: reactants, conditions, products, and yield Isolated yield 89.0%. Reported procedure: 3.61 (10 mmoles) of 1-benzyl-3,5-dibromo-4-nitropyrazole are heated at 60° C. in 120 ml of a 30-percent aqueous ethylamine solution for 1 hour. After cooling, the product separates in the form of colorless crystals with a melting point of 122° C. 2.88 g (89 percent of theory) of 1-benzyl-3-bromo-5-ethylamino-4-nitropyrazole are obtained. Reactants: 3.61, C(C1=CC=CC=C1)N1N=C(C(=C1Br)[N+](=O)[O-])Br (1-benzyl-3,5-dibromo-4-nitropyrazole), C(C)N (ethylamine). Reaction SMILES: [CH2:1]([N:8]1[C:12](Br)=[C:11]([N+:14]([O-:16])=[O:15])[C:10]([Br:17])=[N:9]1)[C:2]1[CH:7]=[CH:6][CH:5]=[CH:4][CH:3]=1.[CH2:18]([NH2:20])[CH3:19]>>[CH2:1]([N:8]1[C:12]([NH:20][CH2:18][CH3:19])=[C:11]([N+:14]([O-:16])=[O:15])[C:10]([Br:17])=[N:9]1)[C:2]1[CH:7]=[CH:6][CH:5]=[CH:4][CH:3]=1. Yields the product C(C1=CC=CC=C1)N1N=C(C(=C1NCC)[N+](=O)[O-])Br (1-benzyl-3-bromo-5-ethylamino-4-nitropyrazole). Starting materials: BrC1=C(C=CC=2N(N=NC21)CC2CC2)OC2=NC=C(C=C2C=O)Cl (2-{[4-bromo-1-(cyclopropylmethyl)-1H-benzotriazol-5-yl]oxy}-5-chloropyridine-3-carbaldehyde), [BH4-].[Na+] (NaBH4). Run in CCO (EtOH). Product: BrC1=C(C=CC=2N(N=NC21)CC2CC2)OC2=NC=C(C=C2CO)Cl ((2-{[4-bromo-1-(cyclopropylmethyl)-1H-1,2,3-benzotriazol-5-yl]oxy}-5-chloropyridin-3-yl)methanol). RXN SMILES: [Br:1][C:2]1[C:10]2[N:9]=[N:8][N:7]([CH2:11][CH:12]3[CH2:14][CH2:13]3)[C:6]=2[CH:5]=[CH:4][C:3]=1[O:15][C:16]1[C:21]([CH:22]=[O:23])=[CH:20][C:19]([Cl:24])=[CH:18][N:17]=1.[BH4-].[Na+]>CCO>[Br:1][C:2]1[C:10]2[N:9]=[N:8][N:7]([CH2:11][CH:12]3[CH2:13][CH2:14]3)[C:6]=2[CH:5]=[CH:4][C:3]=1[O:15][C:16]1[C:21]([CH2:22][OH:23])=[CH:20][C:19]([Cl:24])=[CH:18][N:17]=1 |f:1.2|. Reported procedure: To a suspension of 2-{[4-bromo-1-(cyclopropylmethyl)-1H-benzotriazol-5-yl]oxy}-5-chloropyridine-3-carbaldehyde (32, 722 mg, 1.77 mmol, 1.0 equiv.) in EtOH (17.7 mL), was added slowly NaBH4 (101 mg, 2.66 mmol, 2.0 equiv.). The reaction mixture was stirred at room temperature until LCMS showed only the desired product. The solvent was evaporated in vacuo. The mixture was partitioned between EtOAc and saturated aqueous NaHCO3. The extracted organic layers were dried over Na2SO4, filtered and concen... Starting materials: CC1(C(CC(CC1)=O)=O)C (4,4-Dimethyl-1,3-cyclohexanedione), FC1=C(C=C(C=O)C=C1)C(F)(F)F (4-fluoro-3-trifluoromethylbenzaldehyde), NC1=NNC=C1 (3-aminopyrazole). Product: FC1=C(C=C(C=C1)C1N2C(NC=3CCC(C(C13)=O)(C)C)=CC=N2)C(F)(F)F (9-[4-Fluoro-3-(trifluoromethyl)phenyl]-7,7-dimethyl-5,6,7,9-tetrahydropyrazolo[5,1-b]quinazolin-8(4H)-one). As a reaction SMILES: [CH3:1][C:2]1([CH3:10])[CH2:7][CH2:6][C:5](=O)[CH2:4][C:3]1=[O:9].[F:11][C:12]1[CH:19]=[CH:18][C:15]([CH:16]=O)=[CH:14][C:13]=1[C:20]([F:23])([F:22])[F:21].[NH2:24][C:25]1[CH:29]=[CH:28][NH:27][N:26]=1>>[F:11][C:12]1[CH:19]=[CH:18][C:15]([CH:16]2[C:4]3[C:3](=[O:9])[C:2]([CH3:10])([CH3:1])[CH2:7][CH2:6][C:5]=3[NH:24][C:25]3=[CH:29][CH:28]=[N:27][N:26]23)=[CH:14][C:13]=1[C:20]([F:23])([F:22])[F:21]. Reported procedure: 4,4-Dimethyl-1,3-cyclohexanedione, 4-fluoro-3-trifluoromethylbenzaldehyde and 3-aminopyrazole were processed as described in General Procedure A to provide the title compound. Reactants: BrCC1CCC1, O=C([O-])[O-], CN(C)C=O, CCOC(=O)c1c(C=Cc2cccc(OC(F)F)c2O)nc2sccn12, CC(C)(C)COc1c(C=Cc2nc3sccn3c2C(=O)O)cccc1OC(F)F, [K+], [K+]. Yields the product CCOC(=O)c1c(C=Cc2cccc(OC(F)F)c2OCC2CCC2)nc2sccn12. RXN SMILES: [Br:27][CH2:28][CH:29]1[CH2:30][CH2:31][CH2:32]1.[C:33](=[O:34])([O-:35])[O-:36].[CH3:68][N:69]([CH3:70])[CH:71]=[O:72].[F:1][CH:2]([O:3][c:4]1[c:5]([OH:25])[c:6]([CH:10]=[CH:11][c:12]2[n:13][c:14]3[s:15][cH:16][cH:17][n:18]3[c:19]2[C:20](=[O:21])[O:22][CH2:23][CH3:24])[cH:7][cH:8][cH:9]1)[F:26].[F:39][CH:40]([F:41])[O:42][c:43]1[c:44]([O:45][CH2:46][C:47]([CH3:48])([CH3:49])[CH3:50])[c:51]([CH:52]=[CH:53][c:54]2[n:55][c:56]3[n:57]([c:58]2[C:59]([OH:60])=[O:61])[cH:62][cH:63][s:64]3)[cH:65][cH:66][cH:67]1.[K+:37].[K+:38]>>[F:1][CH:2]([O:3][c:4]1[c:5]([O:25][CH2:28][CH:29]2[CH2:30][CH2:31][CH2:32]2)[c:6]([CH:10]=[CH:11][c:12]2[n:13][c:14]3[s:15][cH:16][cH:17][n:18]3[c:19]2[C:20](=[O:21])[O:22][CH2:23][CH3:24])[cH:7][cH:8][cH:9]1)[F:26]. Reactants: [Al+3], CC(=O)CC(C)C, Cl, [H-], [H-], [H-], [H-], [Li+], C1CCOC1, O, O=C(O)C(c1ccc(O)cc1)c1ccc(O)cc1. Reaction SMILES: [Al+3:25].[CH2:31]([C:32]([CH3:33])=[O:34])[CH:35]([CH3:36])[CH3:37].[ClH:30].[H-:24].[H-:27].[H-:28].[H-:29].[Li+:26].[O:19]1[CH2:20][CH2:21][CH2:22][CH2:23]1.[OH2:38].[OH:1][c:2]1[cH:3][cH:4][c:5]([CH:8]([C:9](=[O:10])[OH:11])[c:12]2[cH:13][cH:14][c:15]([OH:18])[cH:16][cH:17]2)[cH:6][cH:7]1>>[OH:1][c:2]1[cH:3][cH:4][c:5]([CH:8]([CH2:9][OH:10])[c:12]2[cH:13][cH:14][c:15]([OH:18])[cH:16][cH:17]2)[cH:6][cH:7]1. The product is OCC(c1ccc(O)cc1)c1ccc(O)cc1. Reactants: [OH-].[Na+] (NaOH), C1(=CC=CC=C1)S (thiophenol), ClC(C(=O)OCC)C(=C)C (ethyl 2-chloro-3-methyl-3-butenoate), O1CCCC1 (tetrahydrofuran). The reagents and catalysts are [Br-].C(CCC)[N+](CCCC)(CCCC)CCCC (tetrabutyl ammonium bromide). The solvent is O (water). Run at time 2 hour. Product: desired product, S1C(=CC=C1)C(C(=O)OCC)=C(C)C (ethyl 2-thiophenyl-3-methyl-2-butenoate). RXN SMILES: [C:1]1([SH:7])[CH:6]=[CH:5][CH:4]=CC=1.Cl[CH:9]([C:15]([CH3:17])=[CH2:16])[C:10]([O:12][CH2:13][CH3:14])=[O:11].O1CCCC1.[OH-].[Na+]>[Br-].C([N+](CCCC)(CCCC)CCCC)CCC.O>[S:7]1[CH:1]=[CH:6][CH:5]=[C:4]1[C:9](=[C:15]([CH3:17])[CH3:16])[C:10]([O:12][CH2:13][CH3:14])=[O:11] |f:3.4,5.6|. Reported procedure: A mixture of thiophenol (0.7 g, 6.36 millimole), ethyl 2-chloro-3-methyl-3-butenoate (1.05 g, 6.5 millimole), tetrahydrofuran (2 ml), and tetrabutyl ammonium bromide (50 mg) was stirred at room temperature while one equivalent (1.5 ml) of 4N NaOH was added rapidly. Stirring of the resulting two-phase system was continued for two hours (at room temperature). The reaction mixture was diluted with 50 ml of water and extracted twice with 20 ml proportions of ether. Evaporation of the ether left 1.4 ...